describe an organic reaction: reactants, conditions, products, and yield From a dataset of the Open Reaction Database (ORD), a public repository of structured organic reaction records. The reactants are CC(C(=O)OCC)CCN1CCOCC1 (ethyl 2-methyl-4-morpholinobutyrate), Cl (hydrochloric acid), colorless crystals. Yields the product Cl.CC(C(=O)O)CCN1CCOCC1 (2-Methyl-4-morpholinobutyric acid hydrochloride). Conditions: time 20 hour. Solvent: O (water). Reaction SMILES: [CH3:1][CH:2]([CH2:8][CH2:9][N:10]1[CH2:15][CH2:14][O:13][CH2:12][CH2:11]1)[C:3]([O:5]CC)=[O:4].[ClH:16]>O>[ClH:16].[CH3:1][CH:2]([CH2:8][CH2:9][N:10]1[CH2:15][CH2:14][O:13][CH2:12][CH2:11]1)[C:3]([OH:5])=[O:4] |f:3.4|. Reported procedure: 32.0 g. (0.15 mole) of ethyl 2-methyl-4-morpholinobutyrate was combined with 200 ml. of concentrated hydrochloric acid and 200 ml. of water and refluxed with stirring for 20 hours. The solution was concentrated on a rotary evaporator to give a viscous, colorless residue. This material was triturated with acetone, filtered and dried to give 30.6 g. (92%) of colorless crystals, m.p. 155°-157°C. The reactants are C(C)OC(CCC1=C(C=C(C=C1)OC1=CC(=CC(=C1)OC1=C(C=C(C=C1)C(F)(F)F)OC1=CC=CC=C1)C)C)=O (3-{2-methyl-4-[3-methyl-5-(2-phenoxy-4-trifluoromethyl-phenoxy)-phenoxy]-phenyl}-propionic acid ethyl ester), [OH-].[Na+] (NaOH), Cl (HCl). The solvent is O (water), C(C)O (ethanol). Product: CC1=C(C=CC(=C1)OC1=CC(=CC(=C1)OC1=C(C=C(C=C1)C(F)(F)F)OC1=CC=CC=C1)C)CCC(=O)O (3-{2-Methyl-4-[3-methyl-5-(2-phenoxy-4-trifluoromethyl-phenoxy)-phenoxy]-phenyl}-propionic acid). Isolated yield 109.9%. RXN SMILES: C([O:3][C:4](=[O:40])[CH2:5][CH2:6][C:7]1[CH:12]=[CH:11][C:10]([O:13][C:14]2[CH:19]=[C:18]([O:20][C:21]3[CH:26]=[CH:25][C:24]([C:27]([F:30])([F:29])[F:28])=[CH:23][C:22]=3[O:31][C:32]3[CH:37]=[CH:36][CH:35]=[CH:34][CH:33]=3)[CH:17]=[C:16]([CH3:38])[CH:15]=2)=[CH:9][C:8]=1[CH3:39])C.[OH-].[Na+].Cl>C(O)C.O>[CH3:39][C:8]1[CH:9]=[C:10]([O:13][C:14]2[CH:19]=[C:18]([O:20][C:21]3[CH:26]=[CH:25][C:24]([C:27]([F:30])([F:29])[F:28])=[CH:23][C:22]=3[O:31][C:32]3[CH:37]=[CH:36][CH:35]=[CH:34][CH:33]=3)[CH:17]=[C:16]([CH3:38])[CH:15]=2)[CH:11]=[CH:12][C:7]=1[CH2:6][CH2:5][C:4]([OH:40])=[O:3] |f:1.2|. Reported procedure: A solution of 3-{2-methyl-4-[3-methyl-5-(2-phenoxy-4-trifluoromethyl-phenoxy)-phenoxy]-phenyl}-propionic acid ethyl ester (0.137, 0.249 mmol) in ethanol (8 mL) is treated with 5 N NaOH (2 mL) and heated to reflux until saponification is completed. The mixture is cooled, and the solvent is removed in vacuo to afford a residue that is acidified with 1 N HCl. The mixture is diluted with water and extracted with ethyl acetate. The organic layer is dried (Na2SO4), and the solvent is removed in vacuo ... The reactants are CC=1C=CC2=C(C(C=C(O2)C(=O)O)=O)C1 (6-Methyl-4-oxo-4H-1-benzopyran-2-carboxylic acid). The reagents and catalysts are [Pd] (palladium-on-carbon). Yields the product CC=1C=CC2=C(CCC(O2)C(=O)O)C1 (3,4-dihydro-6-methyl-2H-1-benzopyran-2-carboxylic acid). Reaction SMILES: [CH3:1][C:2]1[CH:3]=[CH:4][C:5]2[O:10][C:9]([C:11]([OH:13])=[O:12])=[CH:8][C:7](=O)[C:6]=2[CH:15]=1>[Pd]>[CH3:1][C:2]1[CH:3]=[CH:4][C:5]2[O:10][CH:9]([C:11]([OH:13])=[O:12])[CH2:8][CH2:7][C:6]=2[CH:15]=1. Reported procedure: 6-Methyl-4-oxo-4H-1-benzopyran-2-carboxylic acid (Niviere, et al., 1965) was hydrogenated over a palladium-on-carbon catalyst to give 3,4-dihydro-6-methyl-2H-1-benzopyran-2-carboxylic acid. This acid was converted to the acid chloride with thionyl chloride and the acid chloride was converted to 9, obtained as white plates, mp: 67°-67.5° C., by treatment with 2-propenamine, all by the procedures described in Example 1. As a reaction SMILES: ClC1C(F)=C(C=CC=1F)C(Cl)=O.C(OCC)(=O)CC(OCC)=O.[Cl:24][C:25]1[C:26]([F:45])=[C:27]([CH:41]=[CH:42][C:43]=1[F:44])[C:28]([CH:30]([C:36]([O:38][CH2:39][CH3:40])=O)[C:31]([O:33][CH2:34][CH3:35])=[O:32])=[O:29].ClC1C(F)=C(C=CC=1F)C(CC(OCC)=O)=O.C([O-])([O-])OCC.C(OC(=O)C)(=O)C>>[Cl:24][C:25]1[C:26]([F:45])=[C:27]([CH:41]=[CH:42][C:43]=1[F:44])[C:28]([C:30](=[CH:36][O:38][CH2:39][CH3:40])[C:31]([O:33][CH2:34][CH3:35])=[O:32])=[O:29] |f:4.5|. Procedure details: Reaction of 3-chloro-2,4-difluoro-benzoyl chloride with diethyl malonate gives diethyl (3-chloro-2,4-difluoro-benzoyl)-malonate, and partial hydrolysis and decarboxylation lead to ethyl (3-chloro-2,4-difluoro-benzoyl)-acetate, which is reacted with ethyl orthoformate/acetic anhydride to give ethyl 2-(3-chloro-2,4-difluorobenzoyl)-3-ethoxy-acrylate; further reaction with cyclopropylamine leads to ethyl 2-(3-chloro-2,4-difluoro-benzoyl)-3-cyclopropylaminoacrylate, which is cyclized with potassium ... Yields the product ClC=1C(=C(C(=O)C(C(=O)OCC)=COCC)C=CC1F)F (ethyl 2-(3-chloro-2,4-difluorobenzoyl)-3-ethoxy-acrylate). The reactants are C(OCC)([O-])[O-].C(C)(=O)OC(C)=O (ethyl orthoformate acetic anhydride), ClC=1C(=C(C(=O)Cl)C=CC1F)F (3-chloro-2,4-difluoro-benzoyl chloride), C(CC(=O)OCC)(=O)OCC (diethyl malonate), ClC=1C(=C(C(=O)C(C(=O)OCC)C(=O)OCC)C=CC1F)F (diethyl (3-chloro-2,4-difluoro-benzoyl)-malonate), ClC=1C(=C(C(=O)CC(=O)OCC)C=CC1F)F (ethyl (3-chloro-2,4-difluoro-benzoyl)-acetate). Reactants: CC(O)c1cc(Br)cc(C(F)(F)F)c1, BrC(Br)(Br)Br, CCCCC, C1CCOC1, c1ccc(P(c2ccccc2)c2ccccc2)cc1. Yields the product CC(Br)c1cc(Br)cc(C(F)(F)F)c1. As a reaction SMILES: [Br:1][c:2]1[cH:3][c:4]([CH:12]([CH3:13])[OH:14])[cH:5][c:6]([C:8]([F:9])([F:10])[F:11])[cH:7]1.[C:15]([Br:16])([Br:17])([Br:18])[Br:19].[CH3:44][CH2:45][CH2:46][CH2:47][CH3:48].[O:39]1[CH2:40][CH2:41][CH2:42][CH2:43]1.[c:20]1([P:21]([c:22]2[cH:23][cH:24][cH:25][cH:26][cH:27]2)[c:28]2[cH:29][cH:30][cH:31][cH:32][cH:33]2)[cH:34][cH:35][cH:36][cH:37][cH:38]1>>[Br:1][c:2]1[cH:3][c:4]([CH:12]([CH3:13])[Br:16])[cH:5][c:6]([C:8]([F:9])([F:10])[F:11])[cH:7]1. Starting materials: CC(C)(C)OC(=O)CCN(CC=O)c1cccc(C(F)(F)F)c1, COC(=O)C(N)CCOCc1ccccc1, Cl. The product is COC(=O)C(CCOCc1ccccc1)NCCN(CCC(=O)OC(C)(C)C)c1cccc(C(F)(F)F)c1. Reaction SMILES: [C:1]([CH3:2])([CH3:3])([CH3:4])[O:5][C:6]([CH2:7][CH2:8][N:9]([c:10]1[cH:11][c:12]([C:16]([F:17])([F:18])[F:19])[cH:13][cH:14][cH:15]1)[CH2:20][CH:21]=[O:22])=[O:23].[CH3:25][O:26][C:27]([CH:28]([CH2:29][CH2:30][O:31][CH2:32][c:33]1[cH:34][cH:35][cH:36][cH:37][cH:38]1)[NH2:39])=[O:40].[ClH:24]>>[C:1]([CH3:2])([CH3:3])([CH3:4])[O:5][C:6]([CH2:7][CH2:8][N:9]([c:10]1[cH:11][c:12]([C:16]([F:17])([F:18])[F:19])[cH:13][cH:14][cH:15]1)[CH2:20][CH2:21][NH:39][CH:28]([C:27]([O:26][CH3:25])=[O:40])[CH2:29][CH2:30][O:31][CH2:32][c:33]1[cH:34][cH:35][cH:36][cH:37][cH:38]1)=[O:23].